This data is from the Open Reaction Database (ORD), a public repository of structured organic reaction records. The task is: describe an organic reaction: reactants, conditions, products, and yield Solvent: CO (methanol). Reported procedure: 19 g 3-methylamino-1-benzoxepin-5(2H)-one were suspended in 130 ml methanol, and gaseous hydrogen chloride was introduced into the suspension with stirring in order to convert it into its hydrochloride. The amine thereby goes into solution with warming. Subsequently approximately 40 ml methanol were distilled from the solution. The solution was allowed to stand to crystallize the hydrochloride which was formed, and the crystals which formed were removed by filtration. 22 g 3-methylamino-1-benzox... The product is Cl.CNC=1COC2=C(C(C1)=O)C=CC=C2 (3-methylamino-1-benzoxepin-5(2H)-one hydrochloride). Reaction SMILES: [CH3:1][NH:2][C:3]1[CH2:4][O:5][C:6]2[CH:14]=[CH:13][CH:12]=[CH:11][C:7]=2[C:8](=[O:10])[CH:9]=1.[ClH:15]>CO>[ClH:15].[CH3:1][NH:2][C:3]1[CH2:4][O:5][C:6]2[CH:14]=[CH:13][CH:12]=[CH:11][C:7]=2[C:8](=[O:10])[CH:9]=1 |f:3.4|. Starting materials: CNC=1COC2=C(C(C1)=O)C=CC=C2 (3-methylamino-1-benzoxepin-5(2H)-one), amine, Cl (hydrogen chloride), Cl (hydrochloride). Reported procedure: Hydrogen fluoride-pyridine (4 mL) was added to a solution of 4-[(R)-2-(tert-butyldimethylsilyloxy)-1-(methyl)ethyl]-pyrrolidine-1,3-dicarboxylic acid 1-benzyl ester 3-methyl ester (6.0 g, 7.1 mmol) in pyridine (20 mL) under ice-cooling, and the mixture was stirred at room temperature for 13 hours. The reaction mixture was poured into ice water, followed by extraction with ethyl acetate and washing with 1N hydrochloric acid and brine. After drying over magnesium sulfate and filtration, the solven... The reactants are N1=CC=CC=C1.F (Hydrogen fluoride-pyridine), COC(=O)C1CN(CC1[C@H](CO[Si](C)(C)C(C)(C)C)C)C(=O)OCC1=CC=CC=C1 (4-[(R)-2-(tert-butyldimethylsilyloxy)-1-(methyl)ethyl]-pyrrolidine-1,3-dicarboxylic acid 1-benzyl ester 3-methyl ester), ice water. As a reaction SMILES: N1C=CC=CC=1.F.[CH3:8][O:9][C:10]([CH:12]1[CH:16]([C@@H:17]([CH3:27])[CH2:18][O:19][Si](C(C)(C)C)(C)C)[CH2:15][N:14]([C:28]([O:30][CH2:31][C:32]2[CH:37]=[CH:36][CH:35]=[CH:34][CH:33]=2)=[O:29])[CH2:13]1)=[O:11]>N1C=CC=CC=1>[CH3:8][O:9][C:10]([CH:12]1[CH:16]([C@@H:17]([CH3:27])[CH2:18][OH:19])[CH2:15][N:14]([C:28]([O:30][CH2:31][C:32]2[CH:37]=[CH:36][CH:35]=[CH:34][CH:33]=2)=[O:29])[CH2:13]1)=[O:11] |f:0.1|. The solvent is N1=CC=CC=C1 (pyridine). Yield: 179.7%. Yields the product COC(=O)C1CN(CC1[C@H](CO)C)C(=O)OCC1=CC=CC=C1 (4-[(R)-2-Hydroxy-1-(methyl)ethyl]pyrrolidine-1,3-dicarboxylic acid 1-benzyl ester 3-methyl ester). Run at time 13 hour.